describe an organic reaction: reactants, conditions, products, and yield From a dataset of the Open Reaction Database (ORD), a public repository of structured organic reaction records. Product: CC(=Nc1ccc2c(c1)C(NC(=O)c1ccc(-c3ccccc3)cc1)C(O)C2)N(C)CCOC(C)(C)C. The reactants are CC(C)(C)OCCN, CSC(C)N(C)CCOC(C)(C)C, Cl, I, Nc1ccc2c(c1)C(NC(=O)c1ccc(-c3ccccc3)cc1)C(O)C2, c1ccncc1. RXN SMILES: [C:16]([O:17][CH2:18][CH2:19][NH2:20])([CH3:21])([CH3:22])[CH3:23].[C:2]([CH3:3])([CH3:4])([CH3:5])[O:6][CH2:7][CH2:8][N:9]([CH:10]([CH3:11])[S:12][CH3:13])[CH3:14].[ClH:15].[IH:1].[NH2:24][c:25]1[cH:26][cH:27][c:28]2[c:32]([cH:33]1)[CH:31]([NH:34][C:35](=[O:36])[c:37]1[cH:38][cH:39][c:40](-[c:43]3[cH:44][cH:45][cH:46][cH:47][cH:48]3)[cH:41][cH:42]1)[CH:30]([OH:49])[CH2:29]2.[cH:50]1[cH:51][cH:52][n:53][cH:54][cH:55]1>>[C:2]([CH3:3])([CH3:4])([CH3:5])[O:6][CH2:7][CH2:8][N:9]([C:10]([CH3:11])=[N:24][c:25]1[cH:26][cH:27][c:28]2[c:32]([cH:33]1)[CH:31]([NH:34][C:35](=[O:36])[c:37]1[cH:38][cH:39][c:40](-[c:43]3[cH:44][cH:45][cH:46][cH:47][cH:48]3)[cH:41][cH:42]1)[CH:30]([OH:49])[CH2:29]2)[CH3:14]. Reactants: B(Cl)(Cl)Cl (boron trichloride), COC=1C2=C(C=C(C1)CC1\C(\C(=O)OC1)=C/C1=CC(=C(C(=C1)OC)OC)OC)OCO2 ((RS)-(E)-3-[1-(5-methoxy-3,4-methylenedioxyphenyl)methyl]-2-(3,4,5-trimethoxybenzylidene)butanolide). The solvent is ClCCl (dichloromethane), ClCCl (dichloromethane). Reaction conditions: time 40 minute. Yields the product OC=1C=C(C=C(C1O)OC)CC1\C(\C(=O)OC1)=C/C1=CC(=C(C(=C1)OC)OC)OC ((RS)-(E)-3-[1-(3,4-dihydroxy-5-methoxyphenyl)methyl]-2-(3,4,5-trimethoxybenzylidene)butanolide), foam. Isolated yield 77.0%. Reaction SMILES: B(Cl)(Cl)Cl.[CH3:5][O:6][C:7]1[C:8]2[O:35]C[O:33][C:9]=2[CH:10]=[C:11]([CH2:13][CH:14]2[CH2:19][O:18][C:16](=[O:17])/[C:15]/2=[CH:20]/[C:21]2[CH:26]=[C:25]([O:27][CH3:28])[C:24]([O:29][CH3:30])=[C:23]([O:31][CH3:32])[CH:22]=2)[CH:12]=1>ClCCl>[OH:33][C:9]1[CH:10]=[C:11]([CH2:13][CH:14]2[CH2:19][O:18][C:16](=[O:17])/[C:15]/2=[CH:20]/[C:21]2[CH:26]=[C:25]([O:27][CH3:28])[C:24]([O:29][CH3:30])=[C:23]([O:31][CH3:32])[CH:22]=2)[CH:12]=[C:7]([O:6][CH3:5])[C:8]=1[OH:35]. Procedure: A dichloromethane solution (1.0M, 4.7 ml, 4.7 mmol) of boron trichloride was added at 0° C. to a solution of (RS)-(E)-3-[1-(5-methoxy-3,4-methylenedioxyphenyl)methyl]-2-(3,4,5-trimethoxybenzylidene)butanolide (1.0 g, 2.34 mmol) in dichloromethane (5 ml), followed by stirring at the same temperature for 40 minutes. The solvent was distilled off under reduced pressure. The residue was added with 15 ml of methanol and 4N-HCl, followed by stirring at room temperature for 45 minutes. The reaction mix... Reactants: [Li+].[OH-] (LiOH), ClC1=CC=C(C=C1)C1=C(C=CC=C1)[C@H](C1CCN(CC1)C1=CC=C(C(=O)OCC)C=C1)O ((S)-Ethyl 4-(4-((4′-chlorobiphenyl-2-yl)(hydroxy)methyl)piperidin-1-yl)benzoate), ClC1=CC=C(C=C1)C1=C(C=CC=C1)[C@H](C1CCN(CC1)C1=CC=C(C(=O)OCC)C=C1)O ((S)-Ethyl 4-(4-((4′-chlorobiphenyl-2-yl)(hydroxy)methyl)piperidin-1-yl)benzoate). Run in O (water), CO (methanol), C1CCOC1 (THF). Yields the product ClC1=CC=C(C=C1)C1=C(C=CC=C1)[C@H](C1CCN(CC1)C1=CC=C(C(=O)O)C=C1)O ((5)-4-(4-((4′-chlorobiphenyl-2-yl)(hydroxy)methyl)piperidin-1-yl)benzoic acid). RXN SMILES: [Cl:1][C:2]1[CH:7]=[CH:6][C:5]([C:8]2[CH:13]=[CH:12][CH:11]=[CH:10][C:9]=2[C@@H:14]([OH:32])[CH:15]2[CH2:20][CH2:19][N:18]([C:21]3[CH:31]=[CH:30][C:24]([C:25]([O:27]CC)=[O:26])=[CH:23][CH:22]=3)[CH2:17][CH2:16]2)=[CH:4][CH:3]=1.[Li+].[OH-]>C1COCC1.CO.O>[Cl:1][C:2]1[CH:3]=[CH:4][C:5]([C:8]2[CH:13]=[CH:12][CH:11]=[CH:10][C:9]=2[C@@H:14]([OH:32])[CH:15]2[CH2:20][CH2:19][N:18]([C:21]3[CH:22]=[CH:23][C:24]([C:25]([OH:27])=[O:26])=[CH:30][CH:31]=3)[CH2:17][CH2:16]2)=[CH:6][CH:7]=1 |f:1.2|. Procedure details: (S)-Ethyl 4-(4-((4′-chlorobiphenyl-2-yl)(hydroxy)methyl)piperidin-1-yl)benzoate (INTERMEDIATE 11B, 150.0 mg, 0.33 mmol) was dissolved in THF (6.0 ml) and methanol (1.4 ml). A solution of LiOH (40.6 mg) in water (1.4 ml) was added. The solution was heated at 50° overnight. The reaction mixture was allowed to cool to room temperature and then concentrated under reduced pressure. The residue was diluted with water (5 ml), acidified with 1N aq. HCl (2.0 ml), and extracted with DCM (2×5 ml). The extr... Starting materials: NC1=CC=CC=C1 (aniline), C(C=C)OC(=O)O[C@H](C)[C@@H]1[C@@H]2N(C(=C([C@@H]2C)CO)C(=O)OCC=C)C1=O (allyl (1S,5R,6S)-6-[(1R)-1-allyloxycarbonyloxyethyl]-2-hydroxymethyl-1-methyl-1-carbapen-2-em-3-carboxylate), C(C=C)OC(=O)N(S(=O)(=O)N)CC1=C(N2C(S1)=CN=C2)C (2-[N-allyloxycarbonyl-N-(aminosulfonyl)amino]methyl-3-methylimidazo[5,1-b]thiazole). Reagents/catalysts: C=1C=CC(=CC1)/C=C/C(=O)/C=C/C2=CC=CC=C2.C=1C=CC(=CC1)/C=C/C(=O)/C=C/C2=CC=CC=C2.C=1C=CC(=CC1)/C=C/C(=O)/C=C/C2=CC=CC=C2.[Pd].[Pd] (tris(dibenzylideneacetone)dipalladium), C=1C=CC(=CC1)[P](C=2C=CC=CC2)(C=3C=CC=CC3)[Pd]([P](C=4C=CC=CC4)(C=5C=CC=CC5)C=6C=CC=CC6)([P](C=7C=CC=CC7)(C=8C=CC=CC8)C=9C=CC=CC9)[P](C=1C=CC=CC1)(C=1C=CC=CC1)C=1C=CC=CC1 (tetrakis(triphenylphosphine)palladium). Product: O[C@H](C)[C@@H]1[C@@H]2N(C(=C([C@@H]2C)CN2C=[N+]3C(SC(=C3C)CNS(=O)(=O)N)=C2)C(=O)[O-])C1=O ((1S,5R,6S)-6-[(1R)-1-hydroxyethyl]-2-[3-methyl-2-(aminosulfonyl)aminomethylimidazo[5,1-b]thiazolium-6-yl)methyl-1-methyl-1-carbapen-2-em-3-carboxylate). Isolated yield 10.0%. RXN SMILES: NC1C=CC=CC=1.C(OC([O:14][C@@H:15]([C@H:17]1[C:32](=[O:33])[N:19]2[C:20]([C:26]([O:28]CC=C)=[O:27])=[C:21]([CH2:24]O)[C@H:22]([CH3:23])[C@H:18]12)[CH3:16])=O)C=C.C(OC([N:40]([CH2:45][C:46]1[S:50][C:49]2=[CH:51][N:52]=[CH:53][N:48]2[C:47]=1[CH3:54])[S:41]([NH2:44])(=[O:43])=[O:42])=O)C=C>C1C=CC(/C=C/C(/C=C/C2C=CC=CC=2)=O)=CC=1.C1C=CC(/C=C/C(/C=C/C2C=CC=CC=2)=O)=CC=1.C1C=CC(/C=C/C(/C=C/C2C=CC=CC=2)=O)=CC=1.[Pd].[Pd].C1C=CC([P]([Pd]([P](C2C=CC=CC=2)(C2C=CC=CC=2)C2C=CC=CC=2)([P](C2C=CC=CC=2)(C2C=CC=CC=2)C2C=CC=CC=2)[P](C2C=CC=CC=2)(C2C=CC=CC=2)C2C=CC=CC=2)(C2C=CC=CC=2)C2C=CC=CC=2)=CC=1>[OH:14][C@@H:15]([C@H:17]1[C:32](=[O:33])[N:19]2[C:20]([C:26]([O-:28])=[O:27])=[C:21]([CH2:24][N:52]3[CH:51]=[C:49]4[S:50][C:46]([CH2:45][NH:40][S:41]([NH2:44])(=[O:42])=[O:43])=[C:47]([CH3:54])[N+:48]4=[CH:53]3)[C@H:22]([CH3:23])[C@H:18]12)[CH3:16] |f:3.4.5.6.7,^1:114,116,135,154|. Reported procedure: The same procedure as in Example 1 was repeated except that in a deprotective reaction, two catalysts, i.e., 23.4 mg of tris(dibenzylideneacetone)dipalladium and 59.1 mg of tetrakis(triphenylphosphine)palladium were used, 0.14 ml of aniline was used as a trapping agent, and 110.3 mg of allyl (1S,5R,6S)-6-[(1R)-1-allyloxycarbonyloxyethyl]-2-hydroxymethyl-1-methyl-1-carbapen-2-em-3-carboxylate and 196 mg of 2-[N-allyloxycarbonyl-N-(aminosulfonyl)amino]methyl-3-methylimidazo[5,1-b]thiazole were use... Reaction SMILES: [BrH:16].[N:12]([O-:13])=[O:14].[NH2:1][c:2]1[c:3]([CH3:11])[c:4]([C:5](=[O:6])[OH:7])[cH:8][cH:9][cH:10]1.[Na+:15].[OH2:17]>>[c:2]1([Br:16])[c:3]([CH3:11])[c:4]([C:5](=[O:6])[OH:7])[cH:8][cH:9][cH:10]1. Starting materials: Br, O=N[O-], Cc1c(N)cccc1C(=O)O, [Na+], O. Yields the product Cc1c(Br)cccc1C(=O)O.